From a dataset of the Open Reaction Database (ORD), a public repository of structured organic reaction records. describe an organic reaction: reactants, conditions, products, and yield The product is Cl.Cl.C(C#C)OCCN1CCNCC1 (1-(2-(2-propynyloxy)ethyl)piperazine dihydrochloride). Conditions: temperature 60 celsius. Procedure details: To a solution of 10.70 g of 1-tert-butoxycarbonyl-4-(2-(2-propynyl)ethyl)piperazine in 1,4-dioxane was added 4N hydrochloric acid/1,4-dioxane, and the mixture was stirred at 60° C. After completion of the reaction, the mixture was concentrated and diethyl ether was added. The solid was collected by filtration and dried to give 11.83 g of the title compound. RXN SMILES: C(OC([N:8]1[CH2:13][CH2:12][N:11]([CH2:14][CH2:15]CC#C)[CH2:10][CH2:9]1)=O)(C)(C)C.[ClH:19].O1[CH2:25][CH2:24][O:23]CC1.O1CCOC[CH2:27]1>>[ClH:19].[ClH:19].[CH2:24]([O:23][CH2:15][CH2:14][N:11]1[CH2:10][CH2:9][NH:8][CH2:13][CH2:12]1)[C:25]#[CH:27] |f:1.2,4.5.6|. The reactants are C(C)(C)(C)OC(=O)N1CCN(CC1)CCCC#C (1-tert-butoxycarbonyl-4-(2-(2-propynyl)ethyl)piperazine), Cl.O1CCOCC1 (hydrochloric acid 1,4-dioxane), O1CCOCC1 (1,4-dioxane). RXN SMILES: [C:1]([c:2]1[cH:3][cH:4][cH:5][cH:6][cH:7]1)(=[O:8])[NH:9][CH:10]1[CH:11]([C:16](=[O:17])[N:18]2[CH2:19][CH2:20][CH:21]3[CH:22]([c:31]4[n:32]([C:36]([O:37][CH2:38][c:39]5[cH:40][cH:41][cH:42][cH:43][cH:44]5)=[O:45])[cH:33][cH:34][cH:35]4)[NH:23][c:24]4[cH:25][cH:26][cH:27][cH:28][c:29]4[CH:30]23)[CH2:12][CH2:13][CH2:14][CH2:15]1.[CH3:46][OH:47]>>[C:1]([c:2]1[cH:3][cH:4][cH:5][cH:6][cH:7]1)(=[O:8])[NH:9][CH:10]1[CH:11]([C:16](=[O:17])[N:18]2[CH2:19][CH2:20][CH:21]3[CH:22]([c:31]4[nH:32][cH:33][cH:34][cH:35]4)[NH:23][c:24]4[cH:25][cH:26][cH:27][cH:28][c:29]4[CH:30]23)[CH2:12][CH2:13][CH2:14][CH2:15]1. Yields the product O=C(NC1CCCCC1C(=O)N1CCC2C(c3ccc[nH]3)Nc3ccccc3C21)c1ccccc1. Reactants: O=C(NC1CCCCC1C(=O)N1CCC2C(c3cccn3C(=O)OCc3ccccc3)Nc3ccccc3C21)c1ccccc1, CO. The reactants are CC(C)(C)OC(=O)ON=C(C#N)c1ccccc1, Cl, Cl, O=C(O)C1CNCCN1, [Na+], C1COCCO1, C1COCCO1, [OH-], O. Yields the product CC(C)(C)OC(=O)N1CCNC(C(=O)O)C1. RXN SMILES: [C:14]([CH3:15])([CH3:16])([CH3:17])[O:18][C:19](=[O:20])[O:21][N:22]=[C:23]([c:24]1[cH:25][cH:26][cH:27][cH:28][cH:29]1)[C:30]#[N:31].[ClH:1].[ClH:2].[NH:3]1[CH:4]([C:9](=[O:10])[OH:11])[CH2:5][NH:6][CH2:7][CH2:8]1.[Na+:13].[O:33]1[CH2:34][CH2:35][O:36][CH2:37][CH2:38]1.[O:39]1[CH2:40][CH2:41][O:42][CH2:43][CH2:44]1.[OH-:12].[OH2:32]>>[NH:3]1[CH:4]([C:9](=[O:10])[OH:11])[CH2:5][N:6]([C:19]([O:18][C:14]([CH3:15])([CH3:16])[CH3:17])=[O:20])[CH2:7][CH2:8]1. The reactants are BrB(Br)Br, COc1cccc2c1CCC(N(C)C)C2, ClCCl, N. Product: CN(C)C1CCc2c(O)cccc2C1. RXN SMILES: [B:16]([Br:17])([Br:18])[Br:19].[CH3:1][O:2][c:3]1[c:4]2[c:9]([cH:10][cH:11][cH:12]1)[CH2:8][CH:7]([N:13]([CH3:14])[CH3:15])[CH2:6][CH2:5]2.[Cl:21][CH2:22][Cl:23].[NH3:20]>>[OH:2][c:3]1[c:4]2[c:9]([cH:10][cH:11][cH:12]1)[CH2:8][CH:7]([N:13]([CH3:14])[CH3:15])[CH2:6][CH2:5]2. Starting materials: ClC1=C(C=C(C=C1)C(CCC(=O)O)=O)[N+](=O)[O-] (4-(4-chloro-3-nitrophenyl)-4-oxobutanoic acid), CN (methylamine), C(C)(=O)O (acetic acid). Solvent: O (water). Yields the product CNC1=C(C=C(C=C1)C(CCC(=O)O)=O)[N+](=O)[O-] (4-[4-(methylamino)-3-nitrophenyl]-4-oxobutanoic acid). RXN SMILES: Cl[C:2]1[CH:7]=[CH:6][C:5]([C:8](=[O:14])[CH2:9][CH2:10][C:11]([OH:13])=[O:12])=[CH:4][C:3]=1[N+:15]([O-:17])=[O:16].C(O)(=O)C.[CH3:22][NH2:23]>O>[CH3:22][NH:23][C:2]1[CH:7]=[CH:6][C:5]([C:8](=[O:14])[CH2:9][CH2:10][C:11]([OH:13])=[O:12])=[CH:4][C:3]=1[N+:15]([O-:17])=[O:16]. Reported procedure: A solution of 20.0 g (0.0776 mol) of 4-(4-chloro-3-nitrophenyl)-4-oxobutanoic acid in 200 ml of 40% aqueous methylamine solution was stirred for 3 hours in a sealed vessel. Then the mixture was diluted with the same volume of water and acidified with acetic acid. The product precipitated was suction filtered, thoroughly washed with water and dried at 50° C. in a circulating air dryer. 18.5 g (95% of theoretical) of the desired compound were obtained in the form of yellow crystals. Reactants: Br, COc1cc(CCNC(=O)C(=COC(F)F)c2ccc3c(c2)CCCC3)ccc1OCc1ccccc1, CC(=O)O, O. The product is COc1cc(CCNC(=O)C(=COC(F)F)c2ccc3c(c2)CCCC3)ccc1O. Reaction SMILES: [BrH:38].[CH2:1]([c:2]1[cH:3][cH:4][cH:5][cH:6][cH:7]1)[O:8][c:9]1[c:10]([O:36][CH3:37])[cH:11][c:12]([CH2:15][CH2:16][NH:17][C:18]([C:19](=[CH:20][O:21][CH:22]([F:23])[F:24])[c:25]2[cH:26][c:27]3[c:32]([cH:33][cH:34]2)[CH2:31][CH2:30][CH2:29][CH2:28]3)=[O:35])[cH:13][cH:14]1.[CH3:39][C:40](=[O:41])[OH:42].[OH2:43]>>[OH:8][c:9]1[c:10]([O:36][CH3:37])[cH:11][c:12]([CH2:15][CH2:16][NH:17][C:18]([C:19](=[CH:20][O:21][CH:22]([F:23])[F:24])[c:25]2[cH:26][c:27]3[c:32]([cH:33][cH:34]2)[CH2:31][CH2:30][CH2:29][CH2:28]3)=[O:35])[cH:13][cH:14]1. As a reaction SMILES: [NH2:1][C:2]1[C:7]([NH2:8])=[CH:6][CH:5]=[CH:4][N:3]=1.P(Cl)(Cl)(Cl)=O.[N:14]1[CH:19]=[CH:18][CH:17]=[CH:16][C:15]=1[C:20]1[C:21]([C:28](O)=O)=[C:22]2[CH2:27][CH2:26][CH2:25][N:23]2[N:24]=1>Cl>[N:14]1[CH:19]=[CH:18][CH:17]=[CH:16][C:15]=1[C:20]1[C:21]([C:28]2[NH:8][C:7]3[C:2]([N:1]=2)=[N:3][CH:4]=[CH:5][CH:6]=3)=[C:22]2[CH2:27][CH2:26][CH2:25][N:23]2[N:24]=1. Yield: 48.2%. Reaction conditions: time 10 minute. The reactants are NC1=NC=CC=C1N (2,3-diaminopyridine), P(=O)(Cl)(Cl)Cl (phosphorous oxychloride), N1=C(C=CC=C1)C=1C(=C2N(N1)CCC2)C(=O)O (2-(pyridin-2-yl)-5,6-dihydro-4H-pyrrolo[1,2-b]pyrazole-3-carboxylic acid). The solvent is Cl (hydrochloric acid). Procedure: Add 2,3-diaminopyridine (Fluka; 120 mg, 1.09 mmol) and phosphorous oxychloride (4.4 mL) to 2-(pyridin-2-yl)-5,6-dihydro-4H-pyrrolo[1,2-b]pyrazole-3-carboxylic acid (Preparation 3; 251 mg, 1.09 mmol) and heat the reaction at 106° C. for 3 h. Cool the reaction to 0° C. and add 1N aqueous hydrochloric acid (10 mL) slowly and stir for 10 min. Neutralize the mixture with saturated aqueous sodium bicarbonate and extract with chloroform. Wash the combined organic layers with brine, dry with sodium sulf... Yields the product N1=C(C=CC=C1)C=1C(=C2N(N1)CCC2)C=2NC=1C(=NC=CC1)N2 (2-[2-(Pyridin-2-yl)-5,6-dihydro-4H-pyrrolo[1,2-b]pyrazol-3-yl]-1H-imidazo[4,5-b]pyridine). The reactants are BrC1C=CCCC1, COC(=O)c1cc(Cl)c(NC(C)=O)cc1O, [K+], [K+], O=C([O-])[O-], CN(C)C=O, O. Yields the product COC(=O)c1cc(Cl)c(NC(C)=O)cc1OC1C=CCCC1. As a reaction SMILES: [Br:17][CH:18]1[CH:19]=[CH:20][CH2:21][CH2:22][CH2:23]1.[C:1]([CH3:2])(=[O:3])[NH:4][c:5]1[cH:6][c:7]([OH:16])[c:8]([C:9](=[O:10])[O:11][CH3:12])[cH:13][c:14]1[Cl:15].[K+:24].[K+:25].[O-:26][C:27]([O-:28])=[O:29].[O:30]=[CH:31][N:32]([CH3:33])[CH3:34].[OH2:35]>>[C:1]([CH3:2])(=[O:3])[NH:4][c:5]1[cH:6][c:7]([O:16][CH:20]2[CH:19]=[CH:18][CH2:23][CH2:22][CH2:21]2)[c:8]([C:9](=[O:10])[O:11][CH3:12])[cH:13][c:14]1[Cl:15]. Starting materials: CC=1C=C(C2=C(C(OC(O2)C(Cl)(Cl)Cl)C(Cl)(Cl)Cl)C1)C(=O)Cl (6-methyl-2,4-bis(trichloromethyl)benzo[1,3]dioxin-8-carbonyl chloride), N (ammonia). Run in C(C)O (ethanol). Product: CC=1C=C(C2=C(C(OC(O2)C(Cl)(Cl)Cl)C(Cl)(Cl)Cl)C1)C(=O)N (6-methyl-2,4-bis(trichloromethyl)benzo[1,3]dioxin-8-carboxamide). RXN SMILES: [CH3:1][C:2]1[CH:3]=[C:4]([C:20](Cl)=[O:21])[C:5]2[O:10][CH:9]([C:11]([Cl:14])([Cl:13])[Cl:12])[O:8][CH:7]([C:15]([Cl:18])([Cl:17])[Cl:16])[C:6]=2[CH:19]=1.[NH3:23]>C(O)C>[CH3:1][C:2]1[CH:3]=[C:4]([C:20]([NH2:23])=[O:21])[C:5]2[O:10][CH:9]([C:11]([Cl:14])([Cl:13])[Cl:12])[O:8][CH:7]([C:15]([Cl:18])([Cl:17])[Cl:16])[C:6]=2[CH:19]=1. Reported procedure: A mixture of 6-methyl-2,4-bis(trichloromethyl)benzo[1,3]dioxin-8-carbonyl chloride (2.0 g.) concentrated ammonia (10 ml.) and ethanol (10 ml.) was heated under reflux for 2 hours. A complete solution was not obtained, but the reaction mixture was cooled and filtered, and the solid product was washed with ethanol and dried, to give 6-methyl-2,4-bis(trichloromethyl)benzo[1,3]dioxin-8-carboxamide, m.p. 281°-283° C. The reactants are C(C1=CC=CC=C1)C1=CC2=C(S1)C=CC=C2 (2-benzyl-benzo[b]thiophene), [Sn](Cl)(Cl)(Cl)Cl (Tin tetrachloride), C(C(=O)Cl)(=O)Cl (oxalyl chloride), C(C)(C)C=1C=C(C(=O)O)C=C(C1OC)C(C)C (3,5-diisopropyl-4-methoxybenzoic acid). Run in O (water), ClCCl (dichloromethane), ClCCl (dichloromethane), CN(C)C=O (DMF). Run at temperature -78 celsius. Yields the product C(C1=CC=CC=C1)C1=C(C2=C(S1)C=CC=C2)C(=O)C2=CC(=C(C(=C2)C(C)C)OC)C(C)C ((2-Benzyl-benzo[b]thiophen-3 -yl)-(3,5-diisopropyl-4-methoxy-phenyl)-methanone), solid. Isolated yield 62.0%. Reaction SMILES: C(Cl)(=O)C(Cl)=O.[CH:7]([C:10]1[CH:11]=[C:12]([CH:16]=[C:17]([CH:21]([CH3:23])[CH3:22])[C:18]=1[O:19][CH3:20])[C:13]([OH:15])=O)([CH3:9])[CH3:8].[CH2:24]([C:31]1[S:35][C:34]2[CH:36]=[CH:37][CH:38]=[CH:39][C:33]=2[CH:32]=1)[C:25]1[CH:30]=[CH:29][CH:28]=[CH:27][CH:26]=1.[Sn](Cl)(Cl)(Cl)Cl>ClCCl.O.CN(C=O)C>[CH2:24]([C:31]1[S:35][C:34]2[CH:36]=[CH:37][CH:38]=[CH:39][C:33]=2[C:32]=1[C:13]([C:12]1[CH:16]=[C:17]([CH:21]([CH3:23])[CH3:22])[C:18]([O:19][CH3:20])=[C:10]([CH:7]([CH3:8])[CH3:9])[CH:11]=1)=[O:15])[C:25]1[CH:26]=[CH:27][CH:28]=[CH:29][CH:30]=1. Procedure details: A drop of DMF was added to a solution of oxalyl chloride (1.4 mL, 16.2 mmmol), 3,5-diisopropyl-4-methoxybenzoic acid (4.0 g, 14.7 mmol) in dichloromethane under a dry nitrogen atmosphere. After 4 h the solvent was removed and the resulting solid was triturated with petroleum ether and dried in vacuo. To this solid was added 2-benzyl-benzo[b]thiophene (3.32 g, 13.4 mmol) and dichloromethane (75 mL). The resulting solution was stirred under a dry nitrogen atmospher and cooled to -78° C. Tin tetrac...